This data is from the Open Reaction Database (ORD), a public repository of structured organic reaction records. The task is: describe an organic reaction: reactants, conditions, products, and yield Starting materials: Cc1ccccc1, COC(=O)c1cc(Cl)nc(Cl)c1, Cc1ccc(B(O)O)c(F)c1, [Na+], [Na+], O=C([O-])[O-]. Product: COC(=O)c1cc(Cl)nc(-c2ccc(C)cc2F)c1. As a reaction SMILES: [CH3:30][c:31]1[cH:32][cH:33][cH:34][cH:35][cH:36]1.[Cl:1][c:2]1[cH:3][c:4]([C:5](=[O:6])[O:7][CH3:8])[cH:9][c:10]([Cl:12])[n:11]1.[F:13][c:14]1[c:15]([B:21]([OH:22])[OH:23])[cH:16][cH:17][c:18]([CH3:20])[cH:19]1.[Na+:24].[Na+:25].[O-:26][C:27](=[O:28])[O-:29]>>[c:2]1(-[c:15]2[c:14]([F:13])[cH:19][c:18]([CH3:20])[cH:17][cH:16]2)[cH:3][c:4]([C:5](=[O:6])[O:7][CH3:8])[cH:9][c:10]([Cl:12])[n:11]1. Starting materials: ClCl (Cl2), ClC1=CC=CC(=N1)C (6-chloro-2-picoline), C1CC(=O)N(C1=O)Cl (NCS). Yields the product ClCC1=NC(=CC=C1)Cl (2-Chloromethyl-6-chloropyridine). As a reaction SMILES: ClCl.[Cl:3][C:4]1[N:9]=[C:8]([CH3:10])[CH:7]=[CH:6][CH:5]=1.C1C(=O)N([Cl:18])C(=O)C1>>[Cl:18][CH2:10][C:8]1[CH:7]=[CH:6][CH:5]=[C:4]([Cl:3])[N:9]=1. Reported procedure: MS (ESI) 162, 164, 166 (M+H)+, Cl2 pattern. Prepared from 6-chloro-2-picoline and NCS in place of NBS.